Dataset: the Open Reaction Database (ORD), a public repository of structured organic reaction records. Task: describe an organic reaction: reactants, conditions, products, and yield RXN SMILES: [CH2:1]([CH3:2])[N:3]([C:4]([CH2:5][c:6]1[cH:7][cH:8][c:9]([CH2:10][O:11][c:12]2[c:13]([C:14](=[O:15])[O:16][CH3:17])[cH:18][cH:19][cH:20][cH:21]2)[cH:22][cH:23]1)=[O:24])[CH2:25][c:26]1[c:27]([F:32])[cH:28][cH:29][cH:30][cH:31]1.[CH3:35][CH2:36][OH:37].[K+:34].[OH-:33]>>[CH2:1]([CH3:2])[N:3]([C:4]([CH2:5][c:6]1[cH:7][cH:8][c:9]([CH2:10][O:11][c:12]2[c:13]([C:14](=[O:15])[OH:16])[cH:18][cH:19][cH:20][cH:21]2)[cH:22][cH:23]1)=[O:24])[CH2:25][c:26]1[c:27]([F:32])[cH:28][cH:29][cH:30][cH:31]1. Yields the product CCN(Cc1ccccc1F)C(=O)Cc1ccc(COc2ccccc2C(=O)O)cc1. Starting materials: CCN(Cc1ccccc1F)C(=O)Cc1ccc(COc2ccccc2C(=O)OC)cc1, CCO, [K+], [OH-]. The reactants are N[C@@H](C(C)C)C(=O)O (L-valine), C[O-].[Na+] (NaOMe), O.O.C(C)(=O)[O-].[Zn+2].C(C)(=O)[O-] (zinc acetate dihydrate). Run in CO (MeOH), CO (MeOH). Yields the product [Zn].N[C@@H](C(C)C)C(=O)O (Zinc Valine). As a reaction SMILES: [NH2:1][C@H:2]([C:6]([OH:8])=[O:7])[CH:3]([CH3:5])[CH3:4].C[O-].[Na+].O.O.C([O-])(=O)C.[Zn+2:18].C([O-])(=O)C>CO>[Zn:18].[NH2:1][C@H:2]([C:6]([OH:8])=[O:7])[CH:3]([CH3:5])[CH3:4] |f:1.2,3.4.5.6.7,9.10|. Reported procedure: L-valine (2.00 g, 17.1 mmol) was added to an MeOH solution of NaOMe (prepared with Na: 0.39 g, MeOH: 50 ml) at 0° C. and stirred. An MeOH solution (30 ml) of zinc acetate dihydrate (1.90 g) was then slowly dropwise added thereto at room temperature. After stirring for 6 hours at that same temperature, the precipitated crystal (in suspension) recovered by filtration, washed with water, air dried, and then dried under a reduced pressure (5 mmHg, 80° C.).